Dataset: the Open Reaction Database (ORD), a public repository of structured organic reaction records. Task: describe an organic reaction: reactants, conditions, products, and yield Procedure details: To a solution of 2,2,2-trichloroethyl α-[3-benzyl-7-oxo-2,6-diaza-4-thiabicyclo[3,2,0]hept-2-en-6-yl]-α-(1-hydroxyethylidene)acetate (450 mg) in methylene chloride (7 ml) are added methanesulfonyl chloride (0.093 ml) and triethylamine (0.48 ml) at -25° C., and the mixture is kept at the same temperature for 40 minutes. To the produced solution of 2,2,2-trichloroethyl α-[3-benzyl-7-oxo-4-thia-2,6-diazabicyclo[3,2,0]hept-2-en-6-yl]-α-(1-methanesulfonyloxyethylidene)acetate is added dropwise morpho... As a reaction SMILES: [CH2:1]([C:8]1[S:14][CH:13]2[CH:10]([C:11](=[O:27])[N:12]2[C:15](=[C:24](O)[CH3:25])[C:16]([O:18][CH2:19][C:20]([Cl:23])([Cl:22])[Cl:21])=[O:17])[N:9]=1)[C:2]1[CH:7]=[CH:6][CH:5]=[CH:4][CH:3]=1.CS(Cl)(=O)=O.C(C1SC2C(C(=O)[N:44]2[C:47](=C(OS(C)(=O)=O)C)[C:48]([O:50][CH2:51][C:52](Cl)(Cl)Cl)=O)N=1)C1C=CC=CC=1.N1CCOCC1>C(Cl)Cl.C(N(CC)CC)C>[CH2:1]([C:8]1[S:14][CH:13]2[CH:10]([C:11](=[O:27])[N:12]2[C:15](=[C:24]([N:44]2[CH2:47][CH2:48][O:50][CH2:51][CH2:52]2)[CH3:25])[C:16]([O:18][CH2:19][C:20]([Cl:21])([Cl:22])[Cl:23])=[O:17])[N:9]=1)[C:2]1[CH:7]=[CH:6][CH:5]=[CH:4][CH:3]=1. The product is C(C1=CC=CC=C1)C1=NC2C(N(C2S1)C(C(=O)OCC(Cl)(Cl)Cl)=C(C)N1CCOCC1)=O (2,2,2-trichloroethyl α-[3-benzyl-7-oxo-4-thia-2,6-diazabicyclo[3,2,0]hept-2-en-6-yl]-α-(1-morpholinoethylidene)acetate). Run in C(Cl)Cl (methylene chloride), C(C)N(CC)CC (triethylamine). Starting materials: C(C1=CC=CC=C1)C1=NC2C(N(C2S1)C(C(=O)OCC(Cl)(Cl)Cl)=C(C)O)=O (2,2,2-trichloroethyl α-[3-benzyl-7-oxo-2,6-diaza-4-thiabicyclo[3,2,0]hept-2-en-6-yl]-α-(1-hydroxyethylidene)acetate), CS(=O)(=O)Cl (methanesulfonyl chloride), C(C1=CC=CC=C1)C1=NC2C(N(C2S1)C(C(=O)OCC(Cl)(Cl)Cl)=C(C)OS(=O)(=O)C)=O (2,2,2-trichloroethyl α-[3-benzyl-7-oxo-4-thia-2,6-diazabicyclo[3,2,0]hept-2-en-6-yl]-α-(1-methanesulfonyloxyethylidene)acetate), N1CCOCC1 (morpholine). Conditions: time 40 minute.